describe an organic reaction: reactants, conditions, products, and yield From a dataset of the Open Reaction Database (ORD), a public repository of structured organic reaction records. Starting materials: NC=1SC(=CN1)C (2-amino-5-methylthiazole), C(C)OC(=O)C#CC(=O)OCC (acetylene dicarboxylic acid diethyl ester). The solvent is C(C)O (ethanol). Reaction conditions: time 3 day. Product: C(C)OC(=O)C1=CC(N=C2N1C=C(S2)C)=O (2-methyl-7H-thiazolo-[3,2-a]-pyrimidin-7-one-5-carboxylic acid ethyl ester). RXN SMILES: [NH2:1][C:2]1[S:3][C:4]([CH3:7])=[CH:5][N:6]=1.[CH2:8]([O:10][C:11]([C:13]#[C:14][C:15](OCC)=[O:16])=[O:12])[CH3:9]>C(O)C>[CH2:8]([O:10][C:11]([C:13]1[N:6]2[CH:5]=[C:4]([CH3:7])[S:3][C:2]2=[N:1][C:15](=[O:16])[CH:14]=1)=[O:12])[CH3:9]. Procedure: A mixture of 3.4 g 2-amino-5-methylthiazole, 70 ml of ethanol and 5.1 g of acetylene dicarboxylic acid diethyl ester is left standing for 3 days. The solution is evaporated to dryness and the residue is triturated with ethyl acetate, crystallization occurring. The product is filtered off under suction, washed with ether and dried. The 2-methyl-7H-thiazolo-[3,2-a]-pyrimidin-7-one-5-carboxylic acid ethyl ester thus obtained in a yield of 4.5 g (63% of the theoretical) melts at 119°-121° C. The reactants are [N+](=O)([O-])C1=C(C=CC=C1)N=NC1=CC=CC=C1 (o-nitroazobenzene), [H][H] (hydrogen), [H][H] (hydrogen). Solvent: O (water). Yields the product C1(=CC=CC=C1)N1N=C2C(=N1)C=CC=C2 (2-phenylbenzotriazole). Reaction SMILES: [N+:1]([C:4]1[CH:9]=[CH:8][CH:7]=[CH:6][C:5]=1[N:10]=[N:11][C:12]1[CH:17]=[CH:16][CH:15]=[CH:14][CH:13]=1)([O-])=O.[H][H]>O>[C:12]1([N:11]2[N:10]=[C:5]3[CH:6]=[CH:7][CH:8]=[CH:9][C:4]3=[N:1]2)[CH:17]=[CH:16][CH:15]=[CH:14][CH:13]=1. Procedure details: An o-nitroazobenzene derivative which is selected as a starting material is dissolved in a solvent contained in a reaction vessel into which water, a hydrogenation catalyst and a basic substance are then placed. After the air in the reaction vessel has been replaced by hydrogen, a given amount of hydrogen is charged into the reaction vessel, and the reaction is then allowed to proceed under atmospheric pressure or a given pressure at a temperature of room temperature to 170° C. under agitation. ... Reactants: CN(S(=O)(=O)N1C=NC(=C1)CN(C1=NC=CC(=N1)OC)CC)C (4-{[Ethyl-(4-methoxy-pyrimidin-2-yl)-amino]-methyl}-imidazole-1-sulfonic acid dimethylamide), [OH-].[Na+] (sodium hydroxide). Run in Cl (hydrochloric acid). Reaction conditions: temperature 100 celsius, time 2 hour. The product is C(C)N(C1=NC=CC(=N1)OC)CC=1NC=NC1 (Ethyl-(3H-imidazol-4-ylmethyl)-(4-methoxy-pyrimidin-2-yl)-amine). RXN SMILES: CN(C)S([N:6]1[CH:10]=[C:9]([CH2:11][N:12]([CH2:21][CH3:22])[C:13]2[N:18]=[C:17]([O:19][CH3:20])[CH:16]=[CH:15][N:14]=2)[N:8]=[CH:7]1)(=O)=O.[OH-].[Na+]>Cl>[CH2:21]([N:12]([CH2:11][C:9]1[NH:8][CH:7]=[N:6][CH:10]=1)[C:13]1[N:18]=[C:17]([O:19][CH3:20])[CH:16]=[CH:15][N:14]=1)[CH3:22] |f:1.2|. Reported procedure: 4-{[Ethyl-(4-methoxy-pyrimidin-2-yl)-amino]-methyl}-imidazole-1-sulfonic acid dimethylamide (0.265 g, 0.78 mmol) was dissolved in aqueous hydrochloric acid (4 N, 2 ml) and the mixture was stirred at 100° C. for 2 hours. After cooling concentrated sodium hydroxide solution was added slowly until basic pH. The mixture was extracted three times with ethyl acetate. The combined organic layers were dried over magnesium sulfate and evaporated. The residue was purified by flash chromatography, column: ... Product: C(C)OC([C@H](C)N(C1=NC=C(C(=O)OC)C=C1[N+](=O)[O-])C(C)C)=O ((S)-methyl 6-((1-ethoxy-1-oxopropan-2-yl)(isopropyl)amino)-5-nitronicotinate). Procedure: (S)-ethyl 2-(isopropylamino)propanoate (2.83 g, 17.8 mmol) was added to methyl 6-chloro-5-nitronicotinate (1.72 g, 7.94 mmol) and the reaction mixture was stirred in a closed vial at 90° C. for 20 h. It was cooled and diluted with EtOAc (25 mL). The resulting precipitate was filtered off, the filtrate was concentrated in vacuo and purified using flash column chromatography on silica gel (220 g SiO2, hexanes:ethyl acetate 4:1) to afford the title compound as yellow oil (1.12 g, 42%). 1H NMR (400 ... Solvent: CCOC(=O)C (EtOAc). The reactants are C(C)(C)N[C@H](C(=O)OCC)C ((S)-ethyl 2-(isopropylamino)propanoate), ClC1=NC=C(C(=O)OC)C=C1[N+](=O)[O-] (methyl 6-chloro-5-nitronicotinate). Isolated yield 41.6%. Conditions: temperature 90 celsius, time 20 hour. Reaction SMILES: [CH:1]([NH:4][C@@H:5]([CH3:11])[C:6]([O:8][CH2:9][CH3:10])=[O:7])([CH3:3])[CH3:2].Cl[C:13]1[C:22]([N+:23]([O-:25])=[O:24])=[CH:21][C:16]([C:17]([O:19][CH3:20])=[O:18])=[CH:15][N:14]=1>CCOC(C)=O>[CH2:9]([O:8][C:6](=[O:7])[C@@H:5]([N:4]([CH:1]([CH3:3])[CH3:2])[C:13]1[C:22]([N+:23]([O-:25])=[O:24])=[CH:21][C:16]([C:17]([O:19][CH3:20])=[O:18])=[CH:15][N:14]=1)[CH3:11])[CH3:10]. The reactants are CC=1C=C(C(=O)O)C=CC1C(=O)N1CCCC1 (3-methyl-4-(pyrrolidin-1-ylcarbonyl)benzoic acid), CN(C)C(=[N+](C)C)ON1C2=C(C=CC=C2)N=N1.[B-](F)(F)(F)F (TBTU), C(C)(C)N(CC)C(C)C (diisopropylethylamine), C(C)(C)(C)OC(=O)NCCC[C@@H](C1=NC2=C(N1)C=CC(=C2)Cl)N ((S)-4-(tert-butoxycarbonylamino)-1-(5-chloro-1H-benzimidazol-2-yl)butylamine), ClCl (chlorine), ClCCl.CO.N (dichloromethane methanol ammonia), C29H36ClN5O4. The solvent is O1CCCC1 (tetrahydrofuran). Product: C(C)(C)(C)OC(=O)NCCC[C@@H](C1=NC2=C(N1)C=CC(=C2)Cl)NC(C2=CC(=C(C=C2)C(=O)N2CCCC2)C)=O (N-[(1S)-4-(tert-butoxycarbonylamino)-1-(5-chloro-1H-benzimidazol-2-yl)butyl]-3-methyl-4-(pyrrolidine-1-carbonyl)benzamide). Yield: 82.0%. RXN SMILES: [CH3:1][C:2]1[CH:3]=[C:4]([CH:8]=[CH:9][C:10]=1[C:11]([N:13]1[CH2:17][CH2:16][CH2:15][CH2:14]1)=[O:12])[C:5]([OH:7])=O.CN(C(ON1N=NC2C=CC=CC1=2)=[N+](C)C)C.[B-](F)(F)(F)F.C(N(C(C)C)CC)(C)C.[C:49]([O:53][C:54]([NH:56][CH2:57][CH2:58][CH2:59][C@H:60]([NH2:71])[C:61]1[NH:65][C:64]2[CH:66]=[CH:67][C:68]([Cl:70])=[CH:69][C:63]=2[N:62]=1)=[O:55])([CH3:52])([CH3:51])[CH3:50].ClCCl.CO.N.ClCl>O1CCCC1>[C:49]([O:53][C:54]([NH:56][CH2:57][CH2:58][CH2:59][C@H:60]([NH:71][C:5](=[O:7])[C:4]1[CH:8]=[CH:9][C:10]([C:11]([N:13]2[CH2:17][CH2:16][CH2:15][CH2:14]2)=[O:12])=[C:2]([CH3:1])[CH:3]=1)[C:61]1[NH:65][C:64]2[CH:66]=[CH:67][C:68]([Cl:70])=[CH:69][C:63]=2[N:62]=1)=[O:55])([CH3:52])([CH3:50])[CH3:51] |f:1.2,5.6.7|. Procedure details: Prepared analogously to Example 1g from 3-methyl-4-(pyrrolidin-1-ylcarbonyl)benzoic acid, TBTU, diisopropylethylamine, and (S)-4-(tert-butoxycarbonylamino)-1-(5-chloro-1H-benzimidazol-2-yl)butylamine in tetrahydrofuran. Yield: 82%; Rf value: 0.60 (silica gel; dichloromethane/methanol/ammonia=95:5:0.1); C29H36ClN5O4 (554.09); mass spectrum: (M+H)+=554/556 (chlorine isotope). Solvent: P(=O)([O-])([O-])[O-].[K+].[K+].[K+] (potassium phosphate). Reported procedure: Based on the general enzymatic conditions described above, 1.50 g of mixed esters, 5,6-dihydro-4H-pyrrolo(1,2-b)pyrazole-2-carboxylic acid ethyl ester and 5,6-dihydro-4H-pyrrolo(1,2-b)pyrazole-3-carboxylic acid ethyl ester is hydrolyzed with about 100 mg of Pseudomonas sp. Lipase (L-6) in 50 ml 0.1M potassium phosphate buffer pH 7.25 to which, 0.5 ml acetonitrile is added for even distribution of the substrate in the buffer. The reaction is mixed at 37° C. The acid released after enzyme hydrolys... Yields the product N=1N2C(=CC1C(=O)O)CCC2 (5,6-dihydro-4H-pyrrolo(1,2-b)pyrazole-2-carboxylic acid). The reactants are C(C)#N (acetonitrile), esters, [OH-].[Na+] (sodium hydroxide), C(C)OC(=O)C=1C=C2N(N1)CCC2 (5,6-dihydro-4H-pyrrolo(1,2-b)pyrazole-2-carboxylic acid ethyl ester), C(C)OC(=O)C1=C2N(N=C1)CCC2 (5,6-dihydro-4H-pyrrolo(1,2-b)pyrazole-3-carboxylic acid ethyl ester), ester. Reaction SMILES: C([O:3][C:4]([C:6]1[CH:7]=[C:8]2[CH2:13][CH2:12][CH2:11][N:9]2[N:10]=1)=[O:5])C.C(OC(C1C=NN2CCCC=12)=O)C.C(#N)C.[OH-].[Na+]>P([O-])([O-])([O-])=O.[K+].[K+].[K+]>[N:10]1[N:9]2[CH2:11][CH2:12][CH2:13][C:8]2=[CH:7][C:6]=1[C:4]([OH:5])=[O:3] |f:3.4,5.6.7.8|. Starting materials: Cl (HCl), C(C)(C)(C)OC(N[C@@](CCC1=CC=C(C=C1)OCCCCCCC)(C)C=O)=O ([(R)-1-formyl-3-(4-heptyloxy-phenyl)-1-methyl-propyl]-carbamic acid tert-butyl ester), CC(C)=CC (2-methyl-2-butene), Cl(=O)[O-].[Na+] (sodium chlorite). Run in CCOC(=O)C (AcOEt), C(C)(C)(C)O (tert-butanol), OP(=O)(O)[O-].[K+] (KH2PO4). Reaction conditions: time 1 hour. Yields the product C(C)(C)(C)OC(=O)N[C@@](C(=O)O)(CCC1=CC=C(C=C1)OCCCCCCC)C ((R)-2-tert-Butoxycarbonylamino-4-(4-heptyloxy-phenyl)-2-methyl-butyric acid). RXN SMILES: [C:1]([O:5][C:6](=[O:28])[NH:7][C@:8]([CH:26]=[O:27])([CH3:25])[CH2:9][CH2:10][C:11]1[CH:16]=[CH:15][C:14]([O:17][CH2:18][CH2:19][CH2:20][CH2:21][CH2:22][CH2:23][CH3:24])=[CH:13][CH:12]=1)([CH3:4])([CH3:3])[CH3:2].CC(=CC)C.Cl([O-])=[O:35].[Na+].Cl>C(O)(C)(C)C.OP([O-])(O)=O.[K+].CCOC(C)=O>[C:1]([O:5][C:6]([NH:7][C@:8]([CH3:25])([CH2:9][CH2:10][C:11]1[CH:16]=[CH:15][C:14]([O:17][CH2:18][CH2:19][CH2:20][CH2:21][CH2:22][CH2:23][CH3:24])=[CH:13][CH:12]=1)[C:26]([OH:35])=[O:27])=[O:28])([CH3:2])([CH3:4])[CH3:3] |f:2.3,6.7|. Procedure: To a stirred solution of [(R)-1-formyl-3-(4-heptyloxy-phenyl)-1-methyl-propyl]-carbamic acid tert-butyl ester (103 mg, 0.26 mMol) in tert-butanol (1 ml) and 10% aqueous KH2PO4 (1 ml) is added 2-methyl-2-butene (0.66 ml, 5.27 mMol) and sodium chlorite (59 mg, 0.52 mMol). The mixture is stirred at RT for 1 hour. The reaction mixture is then poured onto a biphasic mixture of AcOEt and HCl (aqueous, 1M). The aqueous phase is extracted twice with AcOEt. The combined organic layers are washed with a s... Reaction SMILES: [Br:13][c:14]1[cH:15][c:16]([F:20])[cH:17][cH:18][cH:19]1.[CH2:8]([Li:9])[CH2:10][CH2:11][CH3:12].[CH3:29][N:30]([CH3:31])[CH:32]=[O:33].[CH:1]([NH:2][CH:3]([CH3:4])[CH3:5])([CH3:6])[CH3:7].[Cl-:21].[NH4+:22].[O:23]1[CH2:24][CH2:27][CH2:26][CH2:25]1.[OH2:28]>>[Br:13][c:14]1[c:15]([CH:24]=[O:23])[c:16]([F:20])[cH:17][cH:18][cH:19]1. The reactants are Fc1cccc(Br)c1, [Li]CCCC, CN(C)C=O, CC(C)NC(C)C, [Cl-], [NH4+], C1CCOC1, O. Product: O=Cc1c(F)cccc1Br.